This data is from the Open Reaction Database (ORD), a public repository of structured organic reaction records. The task is: describe an organic reaction: reactants, conditions, products, and yield Reactants: C1CCOC1, ClCCl, CCn1nc(C(O)CO)c2c(N3CC4CCC(C3)O4)nc(-c3ccc(NC(=O)NC)cc3)nc21. The product is CCn1nc(C=O)c2c(N3CC4CCC(C3)O4)nc(-c3ccc(NC(=O)NC)cc3)nc21. RXN SMILES: [CH2:38]1[O:39][CH2:40][CH2:41][CH2:42]1.[Cl:35][CH2:36][Cl:37].[OH:1][CH:2]([CH2:3][OH:4])[c:5]1[n:6][n:7]([CH2:33][CH3:34])[c:8]2[n:9][c:10](-[c:22]3[cH:23][cH:24][c:25]([NH:28][C:29](=[O:30])[NH:31][CH3:32])[cH:26][cH:27]3)[n:11][c:12]([N:14]3[CH2:15][CH:16]4[CH2:17][CH2:18][CH:19]([CH2:20]3)[O:21]4)[c:13]12>>[O:1]=[CH:2][c:5]1[n:6][n:7]([CH2:33][CH3:34])[c:8]2[n:9][c:10](-[c:22]3[cH:23][cH:24][c:25]([NH:28][C:29](=[O:30])[NH:31][CH3:32])[cH:26][cH:27]3)[n:11][c:12]([N:14]3[CH2:15][CH:16]4[CH2:17][CH2:18][CH:19]([CH2:20]3)[O:21]4)[c:13]12.